From a dataset of the Open Reaction Database (ORD), a public repository of structured organic reaction records. describe an organic reaction: reactants, conditions, products, and yield Starting materials: N/C(=C(/C#N)\N)/C#N (Diaminomaleonitrile), Cl (hydrochloric acid), C(C1=CC=CC=C1)(=O)C(=O)O (benzoylformic acid), aqueous solution. Conditions: time 30 minute. The product is C(#N)C1=NC(=C(N=C1C#N)O)C1=CC=CC=C1 (2,3-dicyano-5-hydroxy-6-phenylpyrazine). The yield is 90.0%. As a reaction SMILES: [NH2:1]/[C:2](/[C:7]#[N:8])=[C:3](\[NH2:6])/[C:4]#[N:5].[C:9]([C:17](O)=[O:18])(=O)[C:10]1[CH:15]=[CH:14][CH:13]=[CH:12][CH:11]=1.Cl>>[C:4]([C:3]1[C:2]([C:7]#[N:8])=[N:1][C:17]([OH:18])=[C:9]([C:10]2[CH:15]=[CH:14][CH:13]=[CH:12][CH:11]=2)[N:6]=1)#[N:5]. Procedure: Diaminomaleonitrile (5.40 g; 0.05 mole) and 7.50 g (0.05 mole) of benzoylformic acid were put into 50 ml of a 2 N aqueous solution of hydrochloric acid. The mixture was stirred at 20° to 30° C. for 30 minutes, and further stirred at 70° to 80° C. for 2 hours. The mixture was then cooled to room temperature. The precipitate formed was collected by filtration, washed thrice with 40 ml of water, and dried under reduced pressure to afford 10.0 g (yield 90%) of 2,3-dicyano-5-hydroxy-6-phenylpyrazine.